Dataset: the Open Reaction Database (ORD), a public repository of structured organic reaction records. Task: describe an organic reaction: reactants, conditions, products, and yield Reactants: NC(=O)[C@@H]1N([C@@H](CC1)C1=CC=C(C=C1)O)C(=O)OC(C)(C)C (1,1-dimethylethyl (2R,5S)-2-(aminocarbonyl)-5-(4-hydroxyphenyl)-1-pyrrolidinecarboxylate), BrCC1=C(C=CC=C1)F (1-(bromomethyl)-2-fluorobenzene). Product: NC(=O)[C@@H]1N([C@@H](CC1)C1=CC=C(C=C1)OCC1=C(C=CC=C1)F)C(=O)OC(C)(C)C (1,1-dimethylethyl (2R,5S)-2-(aminocarbonyl)-5-(4-{[(2-fluorophenyl)methyl]oxy}phenyl)-1-pyrrolidinecarboxylate). Reaction SMILES: [NH2:1][C:2]([C@H:4]1[CH2:8][CH2:7][C@@H:6]([C:9]2[CH:14]=[CH:13][C:12]([OH:15])=[CH:11][CH:10]=2)[N:5]1[C:16]([O:18][C:19]([CH3:22])([CH3:21])[CH3:20])=[O:17])=[O:3].Br[CH2:24][C:25]1[CH:30]=[CH:29][CH:28]=[CH:27][C:26]=1[F:31]>>[NH2:1][C:2]([C@H:4]1[CH2:8][CH2:7][C@@H:6]([C:9]2[CH:14]=[CH:13][C:12]([O:15][CH2:24][C:25]3[CH:30]=[CH:29][CH:28]=[CH:27][C:26]=3[F:31])=[CH:11][CH:10]=2)[N:5]1[C:16]([O:18][C:19]([CH3:22])([CH3:21])[CH3:20])=[O:17])=[O:3]. Procedure details: The title compound was synthesized (145 mg, 79%) following a similar procedure as set out earlier in Description 10 starting from 1,1-dimethylethyl (2R,5S)-2-(aminocarbonyl)-5-(4-hydroxyphenyl)-1-pyrrolidine carboxylate (D23, 130 mg, 0.44 mmol) and 1-(bromomethyl)-2-fluorobenzene (166 mg, 0.88 mmol); Rt (HPLC) 5.55; MS: (ES/+) 437 m/z: [M+Na+], C23H27FN2O4 requires 414; 1H NMR (300 MHz, DMSO-d6) δ(ppm): 7.48-7.63 (m, 3H); 4.30-4.45 (m, 2H); 4.18-4.29 (m, 2H); 6.90-7.06 (m, 3H); 5.10 (s, 2H); 4.5... The reactants are Cl.NO (hydroxylamine hydrochloride), O=C(CCC1C(CN(CC1)CCSC=1SC=CC1)CC(=O)OC)C1=C(C=NC2=CC=C(C=C12)OC)F (methyl (3RS,RS)-4-[3-oxo-3-(3-fluoro-6-methoxyquinolin-4-yl)propyl)-1-[2-(2-thienylthio)ethyl]piperidine-3-acetate). Solvent: N1=CC=CC=C1 (pyridine). Run at temperature 60 celsius. Product: ON=C(CCC1C(CN(CC1)CCSC=1SC=CC1)CC(=O)OC)C1=C(C=NC2=CC=C(C=C12)OC)F (Methyl (3RS,4RS)-4-[3-hydroxyimino-3-(3-fluoro-6-methoxyquinolin-4-yl)propyl)-1-[2-(2-thienylthio)ethyl]piperidine-3-acetate). RXN SMILES: Cl.[NH2:2][OH:3].O=[C:5]([C:27]1[C:36]2[C:31](=[CH:32][CH:33]=[C:34]([O:37][CH3:38])[CH:35]=2)[N:30]=[CH:29][C:28]=1[F:39])[CH2:6][CH2:7][CH:8]1[CH2:13][CH2:12][N:11]([CH2:14][CH2:15][S:16][C:17]2[S:18][CH:19]=[CH:20][CH:21]=2)[CH2:10][CH:9]1[CH2:22][C:23]([O:25][CH3:26])=[O:24]>N1C=CC=CC=1>[OH:3][N:2]=[C:5]([C:27]1[C:36]2[C:31](=[CH:32][CH:33]=[C:34]([O:37][CH3:38])[CH:35]=2)[N:30]=[CH:29][C:28]=1[F:39])[CH2:6][CH2:7][CH:8]1[CH2:13][CH2:12][N:11]([CH2:14][CH2:15][S:16][C:17]2[S:18][CH:19]=[CH:20][CH:21]=2)[CH2:10][CH:9]1[CH2:22][C:23]([O:25][CH3:26])=[O:24] |f:0.1|. Procedure details: 0.363 g of hydroxylamine hydrochloride was added in several portions to a mixture of 0.99 g of methyl (3RS,RS)-4-[3-oxo-3-(3-fluoro-6-methoxyquinolin-4-yl)propyl)-1-[2-(2-thienylthio)ethyl]piperidine-3-acetate in 10-cm3 of pyridine, with stirring and under an inert atmosphere, and the resulting mixture was heated in the region of 60° C. for 16 hours. After cooling in the region of 20° C., the reaction mixture was concentrated to dryness under reduced pressure (8 kPa) at a temperature in the regi...